From a dataset of the Open Reaction Database (ORD), a public repository of structured organic reaction records. describe an organic reaction: reactants, conditions, products, and yield Reactants: O=C([O-])[O-], CN(C)C=O, [I-], [K+], [K+], [K+], O=c1[nH]c2cc(Cl)ccc2n1C1CCNCC1, Cc1ccc(S(=O)(=O)OC2CCC(c3ccc(F)cc3)(c3ccc(F)cc3)CC2)cc1, O. Yields the product O=c1[nH]c2cc(Cl)ccc2n1C1CCN(C2CCC(c3ccc(F)cc3)(c3ccc(F)cc3)CC2)CC1. RXN SMILES: [C:49](=[O:50])([O-:51])[O-:52].[CH3:58][N:59]([CH3:60])[CH:61]=[O:62].[I-:56].[K+:53].[K+:54].[K+:55].[NH:32]1[CH2:33][CH2:34][CH:35]([n:38]2[c:39](=[O:48])[nH:40][c:41]3[c:42]2[cH:43][cH:44][c:45]([Cl:47])[cH:46]3)[CH2:36][CH2:37]1.[O:1]([S:2]([c:3]1[cH:4][cH:5][c:6]([CH3:7])[cH:8][cH:9]1)(=[O:10])=[O:11])[CH:12]1[CH2:13][CH2:14][C:15]([c:18]2[cH:19][cH:20][c:21]([F:24])[cH:22][cH:23]2)([c:25]2[cH:26][cH:27][c:28]([F:31])[cH:29][cH:30]2)[CH2:16][CH2:17]1.[OH2:57]>>[CH:12]1([N:32]2[CH2:33][CH2:34][CH:35]([n:38]3[c:39](=[O:48])[nH:40][c:41]4[c:42]3[cH:43][cH:44][c:45]([Cl:47])[cH:46]4)[CH2:36][CH2:37]2)[CH2:13][CH2:14][C:15]([c:18]2[cH:19][cH:20][c:21]([F:24])[cH:22][cH:23]2)([c:25]2[cH:26][cH:27][c:28]([F:31])[cH:29][cH:30]2)[CH2:16][CH2:17]1. The reactants are IC1=CC=C(N)C=C1, CC1=CC(C)=C(S(=O)(Cl)=O)C(C)=C1. Reagents/catalysts: O=C([O-])O.[Na+] (NaHCO3). Solvent: O (water), OCCOCCOCCOCCOCCO (PEG400), CC(C)=O (acetone). Reaction conditions: temperature 25 celsius, pressure 100 psi, time 20 minute. Yields the product Cc1cc(C)c(S(=O)(=O)Nc2ccc(I)cc2)c(C)c1. Yield: 98.0%. Reactants: [OH-].[Na+] (NaOH), N[C@@H](C(C)C)C(=O)O (Valine), N([C@@H](C)C(=O)OC)C(=O)C1=CC=CC=C1 (Bz-Ala-OMe), amino acid, N([C@@H](C)C(=O)N[C@@H](C(C)C)C(=O)O)C(=O)C1=CC=CC=C1 (Bz-Ala-Val-OH). Solvent: Cl (HCl), Cl (HCl). Product: N[C@@H](C)C(=O)O (Alanine), N[C@@H](C(C)C)C(=O)O (Valine). As a reaction SMILES: [NH2:1][C@H:2]([C:6]([OH:8])=[O:7])[CH:3](C)C.N(C(C1C=CC=CC=1)=O)[C@H](C(OC)=O)C.[OH-].[Na+].N(C(C1C=CC=CC=1)=O)[C@H](C([NH:31][C@H:32]([C:36]([OH:38])=[O:37])[CH:33]([CH3:35])[CH3:34])=O)C>Cl>[NH2:1][C@H:2]([C:6]([OH:8])=[O:7])[CH3:3].[NH2:31][C@H:32]([C:36]([OH:38])=[O:37])[CH:33]([CH3:35])[CH3:34] |f:2.3|. Reported procedure: A solution of 2 ml of 0.6M Valine-0.1M KCl-1 mM EDTA, pH 9.8 was mixed with 100 μl (0.1 mmole) of a 1M Bz-Ala-OMe (dissolved in 96% ethanol) solution. The reaction was carried out in a pH-stat at 35° C. and pH 9.8, the pH-value being kept constant by automatic addition of 0.5M NaOH. The reaction was initiated by adding 0.7 mg of carboxypeptidase Y (150 U/mg, prepared by De Forenede Bryggerier). After a reaction time of 30 minutes, the reaction was discontinued by adjusting pH to about pH=1 with ... The product is COC(=O)C=CCOc1ccc(CC(C)NCC(O)c2ccc(Cl)cc2)cc1. The reactants are COC(=O)C=CCOc1ccc(CC(C)=O)cc1, O, NCC(O)c1ccc(Cl)cc1, c1ccccc1. As a reaction SMILES: [C:1](=[O:2])([O:3][CH3:4])[CH:5]=[CH:6][CH2:7][O:8][c:9]1[cH:10][cH:11][c:12]([CH2:15][C:16]([CH3:17])=[O:18])[cH:13][cH:14]1.[OH2:30].[OH:19][CH:20]([CH2:21][NH2:22])[c:23]1[cH:24][cH:25][c:26]([Cl:29])[cH:27][cH:28]1.[cH:31]1[cH:32][cH:33][cH:34][cH:35][cH:36]1>>[C:1](=[O:2])([O:3][CH3:4])[CH:5]=[CH:6][CH2:7][O:8][c:9]1[cH:10][cH:11][c:12]([CH2:15][CH:16]([CH3:17])[NH:22][CH2:21][CH:20]([OH:19])[c:23]2[cH:24][cH:25][c:26]([Cl:29])[cH:27][cH:28]2)[cH:13][cH:14]1.